This data is from the Open Reaction Database (ORD), a public repository of structured organic reaction records. The task is: describe an organic reaction: reactants, conditions, products, and yield Reactants: CCOCC, CC(=O)Cl, CO, O=C(O)C1CC(O)CN1. Product: COC(=O)C1CC(O)CN1, Cl. As a reaction SMILES: [CH3:16][CH2:17][O:18][CH2:19][CH3:20].[CH3:1][C:2]([Cl:3])=[O:4].[CH3:5][OH:6].[OH:7][CH:8]1[CH2:9][CH:10]([C:13](=[O:14])[OH:15])[NH:11][CH2:12]1>>[CH3:1][O:15][C:13]([CH:10]1[CH2:9][CH:8]([OH:7])[CH2:12][NH:11]1)=[O:14].[ClH:3].